This data is from the Open Reaction Database (ORD), a public repository of structured organic reaction records. The task is: describe an organic reaction: reactants, conditions, products, and yield Reactants: NC1=CC=C(C=C1)N1C2=C(NC(CC1=O)=O)C1=CC=CC=C1C=C2 (5-(4-aminophenyl)-1H-naphtho[1,2-b][1,4]diazepine-2,4(3H,5H)-dione), CC1=C(C(=O)O)C=CC=N1 (2-Methylnicotinic acid), C(O)([O-])=O.[Na+] (sodium hydrogencarbonate), C(C(=O)Cl)(=O)Cl (oxalyl dichloride). The solvent is C(C)N(CC)CC (triethylamine), O1CCCC1 (tetrahydrofuran), ClCCl (dichloromethane), CN(C)C=O (DMF). Run at time 21 hour. Yields the product CC1=NC=CC=C1C(=O)NC1=CC=C(C=C1)N1C2=C(NC(CC1=O)=O)C1=CC=CC=C1C=C2 (5-[4-[(2-methylpyridin-3-yl)carbonylamino]phenyl]-1H-naphtho[1,2-b][1,4]diazepine-2,4(3H,5H)-dione). Isolated yield 77.9%. Reaction SMILES: [CH3:1][C:2]1[N:10]=[CH:9][CH:8]=[CH:7][C:3]=1[C:4]([OH:6])=O.C(Cl)(=O)C(Cl)=O.[NH2:17][C:18]1[CH:23]=[CH:22][C:21]([N:24]2[C:30](=[O:31])[CH2:29][C:28](=[O:32])[NH:27][C:26]3[C:33]4[C:38]([CH:39]=[CH:40][C:25]2=3)=[CH:37][CH:36]=[CH:35][CH:34]=4)=[CH:20][CH:19]=1.C(=O)([O-])O.[Na+]>ClCCl.C(N(CC)CC)C.O1CCCC1.CN(C=O)C>[CH3:1][C:2]1[C:3]([C:4]([NH:17][C:18]2[CH:23]=[CH:22][C:21]([N:24]3[C:30](=[O:31])[CH2:29][C:28](=[O:32])[NH:27][C:26]4[C:33]5[C:38]([CH:39]=[CH:40][C:25]3=4)=[CH:37][CH:36]=[CH:35][CH:34]=5)=[CH:20][CH:19]=2)=[O:6])=[CH:7][CH:8]=[CH:9][N:10]=1 |f:3.4|. Procedure details: 2-Methylnicotinic acid (55 mg, 0.4 mmol) was suspended in dry dichloromethane (4 mL), the suspension was added with DMF (0.08 mL) and oxalyl dichloride (0.05 mL, 0.6 mmol), and the mixture was stirred at room temperature for 21 hours. The solvent was evaporated under reduced pressure, and the residue was concentrated twice from dry dichloromethane (1 mL) under reduced pressure. The resultant was added with 5-(4-aminophenyl)-1H-naphtho[1,2-b][1,4]diazepine-2,4(3H,5H)-dione (63 mg, 0.2 mmol) obtai... The yield is 75.0%. Starting materials: racemic dibromide, [Si](C1=CC=CC=C1)(C1=CC=CC=C1)(C(C)(C)C)OCC(CCBr)CCCBr (3-(tert-butyldiphenylsilyloxymethyl)-1,6-dibromohexane), [Si](C1=CC=CC=C1)(C1=CC=CC=C1)(C(C)(C)C)OC[C@H](CCO)CCCO ((S)-(-)-3-(tert-butyldiphenylsilyloxymethyl)-1,6-hexanediol), BrN1C(CCC1=O)=O (N-bromosuccinimide), C1(=CC=CC=C1)P(C1=CC=CC=C1)C1=CC=CC=C1 (triphenylphosphine). Procedure: Following the same procedure described for the preparation of racemic dibromide, 3-(tert-butyldiphenylsilyloxymethyl)-1,6-dibromohexane, (S)-(-)-3-(tert-butyldiphenylsilyloxymethyl)-1,6-hexanediol (4.85 g, 12.53 mmol) was reacted with N-bromosuccinimide (5.35 g, 30.1 mmol) and triphenylphosphine (7.87 g, 30.1 mmol) CH2Cl2 (150 mL) at 0° C. to afford compound (S)-(-)-3-(tert-butyldiphenylsilyloxymethyl)-1,6-dibromohexane 4.81 (75%) as a clear, colorless oil which was homogenous by TLC (Rf =0.8, 1... Reaction SMILES: [Si:1]([O:18][CH2:19][CH:20]([CH2:24][CH2:25][CH2:26][Br:27])[CH2:21][CH2:22][Br:23])([C:14]([CH3:17])([CH3:16])[CH3:15])([C:8]1[CH:13]=[CH:12][CH:11]=[CH:10][CH:9]=1)[C:2]1[CH:7]=[CH:6][CH:5]=[CH:4][CH:3]=1.[Si](OC[C@@H](CCCO)CCO)(C(C)(C)C)(C1C=CC=CC=1)C1C=CC=CC=1.BrN1C(=O)CCC1=O.C1(P(C2C=CC=CC=2)C2C=CC=CC=2)C=CC=CC=1>>[Si:1]([O:18][CH2:19][C@@H:20]([CH2:24][CH2:25][CH2:26][Br:27])[CH2:21][CH2:22][Br:23])([C:14]([CH3:17])([CH3:16])[CH3:15])([C:8]1[CH:13]=[CH:12][CH:11]=[CH:10][CH:9]=1)[C:2]1[CH:3]=[CH:4][CH:5]=[CH:6][CH:7]=1. Yields the product [Si](C1=CC=CC=C1)(C1=CC=CC=C1)(C(C)(C)C)OC[C@H](CCBr)CCCBr ((S)-(-)-3-(tert-butyldiphenylsilyloxymethyl)-1,6-dibromohexane). The reactants are Cl (hydrogen chloride), [N+](=O)([O-])C1=CC=C(C=C1)OC([C@@H](NC(=O)OC(C)(C)C)CC1=CC=CC=C1)=O (tert.-butoxycarbonyl-L-phenylalanine p-nitrophenyl ester), CCOCC (ether). Solvent: O1CCCC1 (tetrahydrofurane). Run at temperature 22 celsius, time 1 hour. The product is Cl.[N+](=O)([O-])C1=CC=C(C=C1)OC([C@@H](N)CC1=CC=CC=C1)=O (L-Phenylalanine p-nitrophenyl ester hydrochloride). As a reaction SMILES: [ClH:1].[N+:2]([C:5]1[CH:10]=[CH:9][C:8]([O:11][C:12](=[O:29])[C@H:13]([CH2:22][C:23]2[CH:28]=[CH:27][CH:26]=[CH:25][CH:24]=2)[NH:14]C(OC(C)(C)C)=O)=[CH:7][CH:6]=1)([O-:4])=[O:3].CCOCC>O1CCCC1>[ClH:1].[N+:2]([C:5]1[CH:10]=[CH:9][C:8]([O:11][C:12](=[O:29])[C@H:13]([CH2:22][C:23]2[CH:24]=[CH:25][CH:26]=[CH:27][CH:28]=2)[NH2:14])=[CH:7][CH:6]=1)([O-:4])=[O:3] |f:4.5|. Procedure details: 250 ml of 5 N ethereal hydrogen chloride were added to a solution of 21 g of tert.-butoxycarbonyl-L-phenylalanine p-nitrophenyl ester in 50 ml of anhydrous tetrahydrofurane and the reaction mixture was stirred for 1 hour at 22° C., with exclusion of moisture. 250 ml of absolute ether were added to the precipitate formed and the yellowish crystals were isolated by filtration; 15.9 g (99% of theory) of melting point 191°-193° C. The reactants are COCCCN1N=CC2=CC=C(C=C12)CO ((1-(3-methoxypropyl)-1H-indazol-6-yl)methanol), C1=CC=C(C=C1)P(C2=CC=CC=C2)C3=CC=CC=C3 (Ph3P), C1CC(=O)N(C1=O)Br (NBS). Solvent: C(Cl)Cl (CH2Cl2). Run at time 12 hour. Yields the product BrCC1=CC=C2C=NN(C2=C1)CCCOC (6-(bromomethyl)-1-(3-methoxypropyl)-1H-indazole). Yield: 49.4%. As a reaction SMILES: [CH3:1][O:2][CH2:3][CH2:4][CH2:5][N:6]1[C:14]2[C:9](=[CH:10][CH:11]=[C:12]([CH2:15]O)[CH:13]=2)[CH:8]=[N:7]1.C1C=CC(P(C2C=CC=CC=2)C2C=CC=CC=2)=CC=1.C1C(=O)N([Br:43])C(=O)C1>C(Cl)Cl>[Br:43][CH2:15][C:12]1[CH:13]=[C:14]2[C:9]([CH:8]=[N:7][N:6]2[CH2:5][CH2:4][CH2:3][O:2][CH3:1])=[CH:10][CH:11]=1. Procedure details: To a solution of (1-(3-methoxypropyl)-1H-indazol-6-yl)methanol (660 mg, 3 mmol) in dry CH2Cl2 (15 mL) at 0° C., Ph3P (943 mg, 3.6 mmol) and NBS (640 mg, 3.6 mmol) were added in portions. After stirring for 12 h at rt, the mixture was evaporated and the residue was purified by flash chromatography on silica gel to give 6-(bromomethyl)-1-(3-methoxypropyl)-1H-indazole (420 mg, 50%). 1H NMR (400 MHz, CDCl3): 2.18 (m, 2H), 3.26 (m, 2H), 3.31 (s, 3H), 4.49 (m, 2H), 4.65 (s, 2H), 7.18 (m, 1H), 7.48 (s,... Reactants: C(C)(C)(C)OC(=O)N1C=CC2=CC=C(C=C12)COC1=CC=C(C=C1)C1=C(C=C(C(=C1)F)F)OC (6-(4′,5′-difluoro-2′-methoxy-biphenyl-4-yloxymethyl)-indole-1-carboxylic acid tert-butyl ester). Run in CO (methanol). The product is FC1=CC(=C(C=C1F)C1=CC=C(C=C1)OCC1=CC=C2C=CNC2=C1)OC (6-(4′,5′-difluoro-2′-methoxy-biphenyl-4-yloxymethyl)-1H-indole). The yield is 100.7%. RXN SMILES: C(OC([N:8]1[C:16]2[C:11](=[CH:12][CH:13]=[C:14]([CH2:17][O:18][C:19]3[CH:24]=[CH:23][C:22]([C:25]4[CH:30]=[C:29]([F:31])[C:28]([F:32])=[CH:27][C:26]=4[O:33][CH3:34])=[CH:21][CH:20]=3)[CH:15]=2)[CH:10]=[CH:9]1)=O)(C)(C)C>CO>[F:32][C:28]1[C:29]([F:31])=[CH:30][C:25]([C:22]2[CH:23]=[CH:24][C:19]([O:18][CH2:17][C:14]3[CH:15]=[C:16]4[C:11]([CH:10]=[CH:9][NH:8]4)=[CH:12][CH:13]=3)=[CH:20][CH:21]=2)=[C:26]([O:33][CH3:34])[CH:27]=1. Procedure details: To 6-(4′,5′-difluoro-2′-methoxy-biphenyl-4-yloxymethyl)-indole-1-carboxylic acid tert-butyl ester (232 mg, 0.5 mmol) was added methanol and the mixture was microwaved at 150° C. for 30 min. The reaction was concentrated and dried from dichloromethane to yield 6-(4′,5′-difluoro-2′-methoxy-biphenyl-4-yloxymethyl)-1H-indole as a white solid (184 mg, 99%). LC-MS (ES) calculated for C22H17F2NO2, 365.2; found m/z 366 [M+H]+. Starting materials: C1(CC1)C1=CC2=C(N(N=C2C=C1NS(=O)(=O)C)C1=CC=C(C=C1)F)C(=O)NC (5-cyclopropyl-2-(4-fluorophenyl)-N-methyl-6-[(methylsulfonyl)amino]-2H-indazole-3-carboxamide), carboxylic acid, Compound ( 116 ), CN(C)C=O (DMF), C1(CC1)C1=CC2=C(N(N=C2C=C1NS(=O)(=O)C)C1=CC=C(C=C1)F)C(=O)NC (5-cyclopropyl-2-(4-fluorophenyl)-N-methyl-6-[(methylsulfonyl)amino]-2H-indazole-3-carboxamide), FC1=CC=C(N)C=C1 (4-fluoroaniline), C1CCC(CC1)N=C=NC2CCCCC2 (DCC). Reagents/catalysts: CN(C)C=1C=CN=CC1 (4-DMAP). Product: C1(CC1)C1=CC2=C(N(N=C2C=C1N(S(=O)(=O)C)CCO)C1=CC=C(C=C1)F)C(=O)NC (5-cyclopropyl-2-(4-fluorophenyl)-6-[(2-hydroxyethyl)(methylsulfonyl)amino]-N-methyl-2H-indazole-3-carboxamide). As a reaction SMILES: [CH:1]1([C:4]2[C:12]([NH:13][S:14]([CH3:17])(=[O:16])=[O:15])=[CH:11][C:10]3[C:6](=[C:7]([C:25]([NH:27][CH3:28])=[O:26])[N:8]([C:18]4[CH:23]=[CH:22][C:21]([F:24])=[CH:20][CH:19]=4)[N:9]=3)[CH:5]=2)[CH2:3][CH2:2]1.F[C:30]1[CH:36]=CC(N)=CC=1.C1CCC(N=C=NC2CCCCC2)CC1.CN(C=[O:56])C>CN(C1C=CN=CC=1)C>[CH:1]1([C:4]2[C:12]([N:13]([CH2:30][CH2:36][OH:56])[S:14]([CH3:17])(=[O:16])=[O:15])=[CH:11][C:10]3[C:6](=[C:7]([C:25]([NH:27][CH3:28])=[O:26])[N:8]([C:18]4[CH:23]=[CH:22][C:21]([F:24])=[CH:20][CH:19]=4)[N:9]=3)[CH:5]=2)[CH2:2][CH2:3]1. Reported procedure: NB: 5-Cyclopropyl-2-(4-fluorophenyl)-6-[(2-hydroxyethyl)(methylsulfonyl)amino]-N-methyl-2H-indazole-3-carboxamide (14) was prepared following the procedure described in Method F using 5-cyclopropyl-2-(4-fluorophenyl)-N-methyl-6-[(methylsulfonyl)amino]-2H-indazole-3-carboxamide (13) in place of 2-(4-fluorophenyl)-5-methoxy-N-methyl-6-[(methylsulfonyl)amino]-2H-indazole-3-carboxamide (10). 5-cyclopropyl-2-(4-fluorophenyl)-N-methyl-6-[(methylsulfonyl)amino]-2H-indazole-3-carboxamide (13) in turn wa...